From a dataset of the Open Reaction Database (ORD), a public repository of structured organic reaction records. describe an organic reaction: reactants, conditions, products, and yield Conditions: time 2 hour. Run in CN(C=O)C (dimethylformamide). Reaction SMILES: [NH2:1][C:2]1[N:10]=[C:9]([SH:11])[N:8]=[C:7]2[C:3]=1[N:4]=[C:5]([OH:19])[N:6]2[CH2:12][C:13]1[CH:18]=[CH:17][CH:16]=[CH:15][CH:14]=1.C(=O)([O-])[O-].[K+].[K+].Br[CH2:27][CH2:28][C:29]([O:31][CH3:32])=[O:30]>CN(C)C=O>[NH2:1][C:2]1[N:10]=[C:9]([S:11][CH2:27][CH2:28][C:29]([O:31][CH3:32])=[O:30])[N:8]=[C:7]2[C:3]=1[N:4]=[C:5]([OH:19])[N:6]2[CH2:12][C:13]1[CH:18]=[CH:17][CH:16]=[CH:15][CH:14]=1 |f:1.2.3|. Product: NC1=C2N=C(N(C2=NC(=N1)SCCC(=O)OC)CC1=CC=CC=C1)O (6-Amino-9-benzyl-8-hydroxy-2-[2-(methoxycarbonyl)ethyl]thiopurine). The yield is 55.6%. Reported procedure: Crude 6-amino-9-benzyl-8-hydroxy-2-mercaptopurine (200 mg, 0.73 mmol) was suspended in dimethylformamide (80 ml). To the suspension were added potassium carbonate (150 mg, 1.1 mmol) and methyl 3-bromopropionate (0.12 ml, 1.1 mmol) in order. The mixture was stirred at room temperature for 2 hours. The solvent was removed in vacuo, and the residue was purified by silica gel chromatography (3% methanol/chloroform) to give the subject compound (146 mg, yield 56%). Starting materials: NC1=C2N=C(N(C2=NC(=N1)S)CC1=CC=CC=C1)O (6-amino-9-benzyl-8-hydroxy-2-mercaptopurine), C([O-])([O-])=O.[K+].[K+] (potassium carbonate), BrCCC(=O)OC (methyl 3-bromopropionate).